Dataset: the Open Reaction Database (ORD), a public repository of structured organic reaction records. Task: describe an organic reaction: reactants, conditions, products, and yield Product: [N+](=O)([O-])C1=CC=C(C(=O)C(C(COC(C)CO)O)C(C2=CC=C(C=C2)[N+](=O)[O-])=O)C=C1 (bis-(4-nitrobenzoyl)-dipropylene glycol). Procedure: Dipropylene glycol (40.2 g, 0.3 mole) was treated with p-nitrobenzoyl chloride (116 g, 0.625 mole), following the general procedure described in Example 1, Part A. After treatment with saturated aqueous sodium bicarbonate in the usual manner, the ethyl acetate solution of the product was dried (MgSO4), filtered and crystallization effected by the addition of hexanes. The product, bis-(4-nitrobenzoyl)-dipropylene glycol (67 g), was isolated as a pale yellow solid, m.p. 96°-100° C. which was homog... Isolated yield 51.7%. Reactants: CC(COC(C)CO)O (Dipropylene glycol), [N+](=O)([O-])C1=CC=C(C(=O)Cl)C=C1 (p-nitrobenzoyl chloride). RXN SMILES: [CH3:1][CH:2]([OH:9])[CH2:3][O:4][CH:5]([CH2:7][OH:8])[CH3:6].[N+:10]([C:13]1[CH:21]=[CH:20][C:16]([C:17](Cl)=[O:18])=[CH:15][CH:14]=1)([O-:12])=[O:11]>>[N+:10]([C:13]1[CH:21]=[CH:20][C:16]([C:17]([CH:1]([C:17](=[O:18])[C:16]2[CH:15]=[CH:14][C:13]([N+:10]([O-:12])=[O:11])=[CH:21][CH:20]=2)[CH:2]([OH:9])[CH2:3][O:4][CH:5]([CH2:7][OH:8])[CH3:6])=[O:18])=[CH:15][CH:14]=1)([O-:12])=[O:11].